Dataset: the Open Reaction Database (ORD), a public repository of structured organic reaction records. Task: describe an organic reaction: reactants, conditions, products, and yield Reactants: solution, B (Borane), [N+](=O)([O-])C=1C=C(C(=O)N)C=CC1C(F)(F)F (3-nitro-4-trifluoromethyl-benzoic acid amide), CO (Methanol). Run in C1CCOC1 (THF), C1CCOC1 (THF). Reaction conditions: time 3 day. The product is [N+](=O)([O-])C=1C=C(CN)C=CC1C(F)(F)F (3-Nitro-4-trifluoromethyl-benzylamine). Reaction SMILES: B.[N+:2]([C:5]1[CH:6]=[C:7]([CH:11]=[CH:12][C:13]=1[C:14]([F:17])([F:16])[F:15])[C:8]([NH2:10])=O)([O-:4])=[O:3].CO>C1COCC1>[N+:2]([C:5]1[CH:6]=[C:7]([CH:11]=[CH:12][C:13]=1[C:14]([F:15])([F:16])[F:17])[CH2:8][NH2:10])([O-:4])=[O:3]. Reported procedure: A 1 M solution of Borane in THF (51 ml, 51 mmol) was added at 0° C. to 3-nitro-4-trifluoromethyl-benzoic acid amide (3.00 g, 12.8 mmol) in 50 ml THF and it was stirred for 3 days. Methanol was carefully added and it was stirred for 30 min at r.t and 2 h at reflux. Then it was concentrated i.vac.; NaOH was added (pH 8) and the mixture was extracted with EtOAc. The organic layer was dried with Na2SO4, filtered and concentrated to furnish the crude subtitle compound. Starting materials: CC1=C(C=C(C=2N=CNC21)C)NN2C=NCC2 (4,7-dimethyl-5-(2-imidazolinylamino)benzimidazole), C(\C=C\C(=O)O)(=O)O (fumaric acid), CO (methanol). The product is C(\C=C\C(=O)O)(=O)O.CC1=C(C=C(C=2N=CNC21)C)NN2C=NCC2.C(\C=C\C(=O)O)(=O)O.C(\C=C\C(=O)O)(=O)O.CC2=C(C=C(C=1N=CNC12)C)NN1C=NCC1 (4,7-dimethyl-5-(2-imidazolinylamino)benzimidazole sesquifumarate). As a reaction SMILES: [CH3:1][C:2]1[C:10]2[NH:9][CH:8]=[N:7][C:6]=2[C:5]([CH3:11])=[CH:4][C:3]=1[NH:12][N:13]1[CH2:17][CH2:16][N:15]=[CH:14]1.[C:18]([OH:25])(=[O:24])/[CH:19]=[CH:20]/[C:21]([OH:23])=[O:22].CO>>[C:18]([OH:25])(=[O:24])/[CH:19]=[CH:20]/[C:21]([OH:23])=[O:22].[CH3:1][C:2]1[C:10]2[NH:9][CH:8]=[N:7][C:6]=2[C:5]([CH3:11])=[CH:4][C:3]=1[NH:12][N:13]1[CH2:17][CH2:16][N:15]=[CH:14]1.[C:18]([OH:25])(=[O:24])/[CH:19]=[CH:20]/[C:21]([OH:23])=[O:22].[C:18]([OH:25])(=[O:24])/[CH:19]=[CH:20]/[C:21]([OH:23])=[O:22].[CH3:1][C:2]1[C:10]2[NH:9][CH:8]=[N:7][C:6]=2[C:5]([CH3:11])=[CH:4][C:3]=1[NH:12][N:13]1[CH2:17][CH2:16][N:15]=[CH:14]1 |f:3.4.5.6.7|. Reported procedure: A mixture of N-(4,7-dimethyl-5-benzimidazolyl)-N'-2-aminoethylthiourea (0.77 g) and cupric acetate (0.81 g) in methanol (100 mL) is stirred at 65°-70° C. for 40 minutes. The mixture is cooled to room temperature, NaHS.xH2O is added and the resulting mixture is stirred for 10 minutes at room temperature. The mixture is acidified to pH=3 with 1N HCl and filtered on Celite. The filtrate is basified to pH=9 with 50% sodium hydroxide and rotary evaporated. The syrupy residue is diluted with water (20... Starting materials: O=C([O-])[O-], CC(C)=O, Oc1ccccc1Cl, CCOC(=O)CCl, [K+], [K+]. Yields the product CCOC(=O)COc1ccccc1Cl. As a reaction SMILES: [C:16](=[O:17])([O-:18])[O-:19].[CH3:22][C:23](=[O:24])[CH3:25].[Cl:1][c:2]1[c:3]([OH:8])[cH:4][cH:5][cH:6][cH:7]1.[Cl:9][CH2:10][C:11](=[O:12])[O:13][CH2:14][CH3:15].[K+:20].[K+:21]>>[Cl:1][c:2]1[c:3]([O:8][CH2:10][C:11](=[O:12])[O:13][CH2:14][CH3:15])[cH:4][cH:5][cH:6][cH:7]1.